Task: describe an organic reaction: reactants, conditions, products, and yield. Dataset: the Open Reaction Database (ORD), a public repository of structured organic reaction records Starting materials: COC(=O)CC1=C(C(=O)O)C=CC=C1 (2-methoxycarbonylmethylbenzoic acid), B.C1CCOC1 (borane THF). Run in C1CCOC1 (THF). Reaction conditions: temperature 0 celsius, time 4 hour. Yields the product COC(CC1=C(C=CC=C1)CO)=O ((2-Hydroxymethylphenyl)-acetic Acid Methyl Ester). RXN SMILES: [CH3:1][O:2][C:3]([CH2:5][C:6]1[CH:14]=[CH:13][CH:12]=[CH:11][C:7]=1[C:8](O)=[O:9])=[O:4].B.C1COCC1>C1COCC1>[CH3:1][O:2][C:3](=[O:4])[CH2:5][C:6]1[CH:14]=[CH:13][CH:12]=[CH:11][C:7]=1[CH2:8][OH:9] |f:1.2|. Procedure details: To a solution of 2-methoxycarbonylmethylbenzoic acid (1.84 g, 9.48 mmol) (Tetrahedron Lett. 39, 8563 (1998)) in THF (20 mL) at 0° C. is added dropwise borane THF solution (10.4 mL, 10.4 mmol) and the mixture is stirred at 0° C. for 4 h. The mixture is quenched with MeOH and the solvent is evaporated. To the residue is added EtOAc and the mixture is washed with brine. The organic phase is dried over magnesium sulfate and the solvent is removed under reduced pressure. The residue is purified by co... Starting materials: C(C)(C)(C)OC(N(CC1=CC(=CC=C1)CCO)CC1=C(C=CC=C1)O)=O ((2-hydroxy-benzyl)-[3-(2-hydroxy-ethyl)-benzyl]-carbamic acid tert-butyl ester), [H-].[Na+] (sodium hydride), COCCl (chloromethyl methyl ether). Solvent: CN(C=O)C (N,N-dimethylformamide), CN(C=O)C (N,N-dimethylformamide). Conditions: time 10 minute. Product: C(C)(C)(C)OC(N(CC1=C(C=CC=C1)OCOC)CC1=CC(=CC=C1)CCO)=O ([3-(2-Hydroxy-ethyl)-benzyl]-(2-methoxymethoxy-benzyl)-carbamic acid tert-butyl ester). Yield: 51.6%. RXN SMILES: [C:1]([O:5][C:6](=[O:26])[N:7]([CH2:18][C:19]1[CH:24]=[CH:23][CH:22]=[CH:21][C:20]=1[OH:25])[CH2:8][C:9]1[CH:14]=[CH:13][CH:12]=[C:11]([CH2:15][CH2:16][OH:17])[CH:10]=1)([CH3:4])([CH3:3])[CH3:2].[H-].[Na+].[CH3:29][O:30][CH2:31]Cl>CN(C)C=O>[C:1]([O:5][C:6](=[O:26])[N:7]([CH2:8][C:9]1[CH:14]=[CH:13][CH:12]=[C:11]([CH2:15][CH2:16][OH:17])[CH:10]=1)[CH2:18][C:19]1[CH:24]=[CH:23][CH:22]=[CH:21][C:20]=1[O:25][CH2:29][O:30][CH3:31])([CH3:4])([CH3:2])[CH3:3] |f:1.2|. Procedure: A solution of (2-hydroxy-benzyl)-[3-(2-hydroxy-ethyl)-benzyl]-carbamic acid tert-butyl ester (250 mg) in anhydrous N,N-dimethylformamide (2 mL) was treated with sodium hydride (29 mg of 60% grade reagent) and the mixture stirred under nitrogen for 10 minutes. A solution of chloromethyl methyl ether (62 mg) in anhydrous N,N-dimethylformamide (0.5 mL) was added dropwise followed by stirring at room temperature for 30 minutes. The reaction mixture was partitioned between ethyl acetate and saturated...